The task is: describe an organic reaction: reactants, conditions, products, and yield. This data is from the Open Reaction Database (ORD), a public repository of structured organic reaction records. Starting materials: C(=O)(OCC)C=1C(=NC(=NC1C)Cl)N1CCS(CC1)(=O)=O (5-carbethoxy-2-chloro-4-(1,1-dioxido-thiomorpholino)-6-methyl-pyrimidine), N1CCNCC1 (piperazine), O (water). Solvent: O1CCOCC1 (dioxane). Yields the product C(=O)(OCC)C=1C(=NC(=NC1C)N1CCNCC1)N1CCS(CC1)(=O)=O (5-Carbethoxy-4-(1,1-dioxido-thiomorpholino)-6-methyl-2-piperazino-pyrimidine). Reaction SMILES: [C:1]([C:6]1[C:7]([N:14]2[CH2:19][CH2:18][S:17](=[O:21])(=[O:20])[CH2:16][CH2:15]2)=[N:8][C:9](Cl)=[N:10][C:11]=1[CH3:12])([O:3][CH2:4][CH3:5])=[O:2].[NH:22]1[CH2:27][CH2:26][NH:25][CH2:24][CH2:23]1.O>O1CCOCC1>[C:1]([C:6]1[C:7]([N:14]2[CH2:19][CH2:18][S:17](=[O:21])(=[O:20])[CH2:16][CH2:15]2)=[N:8][C:9]([N:22]2[CH2:27][CH2:26][NH:25][CH2:24][CH2:23]2)=[N:10][C:11]=1[CH3:12])([O:3][CH2:4][CH3:5])=[O:2]. Reported procedure: 2.0 gm (0.006 mol) of 5-carbethoxy-2-chloro-4-(1,1-dioxido-thiomorpholino)-6-methyl-pyrimidine were added in small portions to a boiling solution of 5.2 gm (0.06 mol) of piperazine in 70 ml of dioxane, and the mixture was refluxed for 20 minutes. The reaction mixture was then poured into 150 ml of water, and the aqueous mixture was extracted with chloroform. The organic extract was washed with water, dried with sodium sulfate, and the solvent was removed in vacuo. The residue was recrystallized ... Starting materials: Cc1ccccc1, O=S(Cl)Cl, OCc1ccc(OCc2coc(-c3ccccc3)n2)cc1. Product: ClCc1ccc(OCc2coc(-c3ccccc3)n2)cc1. Reaction SMILES: [CH3:26][c:27]1[cH:28][cH:29][cH:30][cH:31][cH:32]1.[S:22]([Cl:23])([Cl:24])=[O:25].[c:1]1(-[c:7]2[o:8][cH:9][c:10]([CH2:12][O:13][c:14]3[cH:15][cH:16][c:17]([CH2:18][OH:19])[cH:20][cH:21]3)[n:11]2)[cH:2][cH:3][cH:4][cH:5][cH:6]1>>[c:1]1(-[c:7]2[o:8][cH:9][c:10]([CH2:12][O:13][c:14]3[cH:15][cH:16][c:17]([CH2:18][Cl:24])[cH:20][cH:21]3)[n:11]2)[cH:2][cH:3][cH:4][cH:5][cH:6]1. The reactants are C(C)(=O)OC=1C=C2C=C(NC2=CC1)C(=O)OCC (ethyl 5-acetoxyindole-2-carboxylate), [H-].[Na+] (sodium hydride), [I-].[K+] (potassium iodide), COC=1C=C(CBr)C=CC1Cl (3-methoxy-4-chlorobenzyl bromide). Solvent: CN(C)C=O (DMF), CN(C)C=O (DMF). Conditions: time 30 minute. Yields the product C(C)(=O)OC=1C=C2C=C(N(C2=CC1)CC1=CC(=C(C=C1)Cl)OC)C(=O)OCC (Ethyl 5-acetoxy-N-(3-methoxy-4-chlorobenzyl)indole-2-carboxylate). RXN SMILES: [C:1]([O:4][C:5]1[CH:6]=[C:7]2[C:11](=[CH:12][CH:13]=1)[NH:10][C:9]([C:14]([O:16][CH2:17][CH3:18])=[O:15])=[CH:8]2)(=[O:3])[CH3:2].[H-].[Na+].[I-].[K+].[CH3:23][O:24][C:25]1[CH:26]=[C:27]([CH:30]=[CH:31][C:32]=1[Cl:33])[CH2:28]Br>CN(C=O)C>[C:1]([O:4][C:5]1[CH:6]=[C:7]2[C:11](=[CH:12][CH:13]=1)[N:10]([CH2:28][C:27]1[CH:30]=[CH:31][C:32]([Cl:33])=[C:25]([O:24][CH3:23])[CH:26]=1)[C:9]([C:14]([O:16][CH2:17][CH3:18])=[O:15])=[CH:8]2)(=[O:3])[CH3:2] |f:1.2,3.4|. Procedure: To a solution of ethyl 5-acetoxyindole-2-carboxylate (283 mg) in DMF (6 ml) was added sodium hydride (54 mg, 60% dispersion in oil). The mixture was stirred for 30 minutes, a catalytic amount of potassium iodide and a solution of 3-methoxy-4-chlorobenzyl bromide (345 mg) in DMF (2 ml) was added. The mixture was stirred for 2 hours, quenched with water and extracted with ethyl acetate. The organic extracts were dried, evaporated and the resulting gum was purified by column chromatography elutig w... The reactants are CO, COC(=O)C12CC(C)C1CN(C(=O)OCc1ccccc1)C2, Cl, [Na+], C1CCOC1, [OH-]. Yields the product CC1CC2(C(=O)O)CN(C(=O)OCc3ccccc3)CC12. As a reaction SMILES: [CH3:31][OH:32].[CH3:3][O:4][C:5](=[O:6])[C:7]12[CH2:8][N:9]([C:15](=[O:16])[O:17][CH2:18][c:19]3[cH:20][cH:21][cH:22][cH:23][cH:24]3)[CH2:10][CH:11]1[CH:12]([CH3:14])[CH2:13]2.[ClH:25].[Na+:2].[O:26]1[CH2:27][CH2:28][CH2:29][CH2:30]1.[OH-:1]>>[O:4]=[C:5]([OH:6])[C:7]12[CH2:8][N:9]([C:15](=[O:16])[O:17][CH2:18][c:19]3[cH:20][cH:21][cH:22][cH:23][cH:24]3)[CH2:10][CH:11]1[CH:12]([CH3:14])[CH2:13]2. Starting materials: BrC1=CC(=C(C#N)C=C1)OC (4-bromo-2-methoxybenzonitrile), FC(C1=CC=C(C=C1)B(O)O)(F)F (4-(trifluoromethyl)phenylboronic acid), [F-].[K+] (potassium fluoride). Reagents/catalysts: C=1C=CC(=CC1)[P](C=2C=CC=CC2)(C=3C=CC=CC3)[Pd]([P](C=4C=CC=CC4)(C=5C=CC=CC5)C=6C=CC=CC6)([P](C=7C=CC=CC7)(C=8C=CC=CC8)C=9C=CC=CC9)[P](C=1C=CC=CC1)(C=1C=CC=CC1)C=1C=CC=CC1 (Pd(PPh3)4). Run in C1(=CC=CC=C1)C (toluene), O (water), O (water). Reaction conditions: temperature 110 celsius, time 12 hour. Yields the product COC=1C=C(C=CC1C#N)C1=CC=C(C=C1)C(F)(F)F (3-methoxy-4′-(trifluoromethyl)biphenyl-4-carbonitrile). Yield: 97.8%. RXN SMILES: Br[C:2]1[CH:9]=[CH:8][C:5]([C:6]#[N:7])=[C:4]([O:10][CH3:11])[CH:3]=1.[F:12][C:13]([F:24])([F:23])[C:14]1[CH:19]=[CH:18][C:17](B(O)O)=[CH:16][CH:15]=1.[F-].[K+]>C1(C)C=CC=CC=1.O.C1C=CC([P]([Pd]([P](C2C=CC=CC=2)(C2C=CC=CC=2)C2C=CC=CC=2)([P](C2C=CC=CC=2)(C2C=CC=CC=2)C2C=CC=CC=2)[P](C2C=CC=CC=2)(C2C=CC=CC=2)C2C=CC=CC=2)(C2C=CC=CC=2)C2C=CC=CC=2)=CC=1>[CH3:11][O:10][C:4]1[CH:3]=[C:2]([C:17]2[CH:18]=[CH:19][C:14]([C:13]([F:24])([F:23])[F:12])=[CH:15][CH:16]=2)[CH:9]=[CH:8][C:5]=1[C:6]#[N:7] |f:2.3,^1:38,40,59,78|. Reported procedure: To a solution of 4-bromo-2-methoxybenzonitrile (2.08 g, 9.81 mmol) and 4-(trifluoromethyl)phenylboronic acid (2.80 g, 14.7 mmol), potassium fluoride (1.71 g, 29.4 mmol) and Pd(PPh3)4 (1.13 g, 0.98 mmol) in toluene (40 mL) added water (10 mL). The mixture was stirred at 110° C. for 12 h. The reaction mixture was diluted with water and extracted with ethyl acetate (20 mL×3). The combined organic layers were dried over anhydrous Na2SO4 and concentrated under reduced pressure. Purification by silica... RXN SMILES: [Cl:1][C:2]1[CH:3]=[CH:4][C:5]2[NH:11][CH:10]3[S:12][C:7]([C:13]4[CH:18]=[CH:17][CH:16]=[CH:15][CH:14]=4)([NH:8][CH2:9]3)[C:6]=2[CH:19]=1.S[CH2:21][C:22](O)=[O:23]>C1COCC1>[Cl:1][C:2]1[CH:3]=[CH:4][C:5]2[N:11]3[C:22](=[O:23])[CH2:21][S:12][CH:10]3[CH2:9][N:8]=[C:7]([C:13]3[CH:18]=[CH:17][CH:16]=[CH:15][CH:14]=3)[C:6]=2[CH:19]=1. Yields the product ClC=1C=CC2=C(C(=NCC3N2C(CS3)=O)C3=CC=CC=C3)C1 (3a,4-dihydro-8-chloro-6-phenylthiazolo [3,2-a] -1,4- benzodiazepin-1(2H)-one). Procedure: A solution of 7-chloro-2,3,4,5-tetrahydro-5-phenyl-2,5-epithio-1H-1,4-benzodiazepine (500 mg) in THF was treated slowly with excess mercaptoacetic acid (0.5 ml) and stirred and heated under reflux for 16 hours. The cooled solution was washed with aqueous sodium carbonate, dried, evaporated, and the oily residue taken up in ether. The desired product was re-crystallized from methylene chloride/methanol and was obtained as pale yellow crystals, m.p. 228°-230°. The reactants are ClC=1C=CC2=C(C3(NCC(N2)S3)C3=CC=CC=C3)C1 (7-chloro-2,3,4,5-tetrahydro-5-phenyl-2,5-epithio-1H-1,4-benzodiazepine), SCC(=O)O (mercaptoacetic acid). The solvent is C1CCOC1 (THF). Reactants: CC(OC(=O)Oc1ccc([N+](=O)[O-])cc1)C(=C1CN(C(c2ccc(Cl)cc2)c2ccc(Cl)cc2)C1)c1cc(F)cc(F)c1, ClCCl, CC(C)N. Yields the product CC(C)NC(=O)OC(C)C(=C1CN(C(c2ccc(Cl)cc2)c2ccc(Cl)cc2)C1)c1cc(F)cc(F)c1. Reaction SMILES: [C:1]([O:2][CH:3]([C:4]([c:5]1[cH:6][c:7]([F:12])[cH:8][c:9]([F:11])[cH:10]1)=[C:13]1[CH2:14][N:15]([CH:17]([c:18]2[cH:19][cH:20][c:21]([Cl:24])[cH:22][cH:23]2)[c:25]2[cH:26][cH:27][c:28]([Cl:31])[cH:29][cH:30]2)[CH2:16]1)[CH3:32])([O:33][c:35]1[cH:36][cH:37][c:38]([N+:39]([O-:40])=[O:41])[cH:42][cH:43]1)=[O:34].[CH2:48]([Cl:49])[Cl:50].[CH3:44][CH:45]([CH3:46])[NH2:47]>>[C:1]([O:2][CH:3]([C:4]([c:5]1[cH:6][c:7]([F:12])[cH:8][c:9]([F:11])[cH:10]1)=[C:13]1[CH2:14][N:15]([CH:17]([c:18]2[cH:19][cH:20][c:21]([Cl:24])[cH:22][cH:23]2)[c:25]2[cH:26][cH:27][c:28]([Cl:31])[cH:29][cH:30]2)[CH2:16]1)[CH3:32])(=[O:33])[NH:47][CH:45]([CH3:44])[CH3:46].